describe an organic reaction: reactants, conditions, products, and yield From a dataset of the Open Reaction Database (ORD), a public repository of structured organic reaction records. Product: CCN(C)C(=O)c1cnn(-c2ccc(Cl)cc2)c1-c1ccc(OC)c(OC)c1. The reactants are COc1ccc(-c2c(C(=O)O)cnn2-c2ccc(Cl)cc2)cc1OC, CCNC, ClCCl, O, O=S(Cl)Cl, c1ccncc1. Reaction SMILES: [C:1](=[O:2])([OH:3])[c:4]1[c:5](-[c:16]2[cH:17][c:18]([O:24][CH3:25])[c:19]([O:22][CH3:23])[cH:20][cH:21]2)[n:6](-[c:9]2[cH:10][cH:11][c:12]([Cl:15])[cH:13][cH:14]2)[n:7][cH:8]1.[CH3:30][NH:31][CH2:32][CH3:33].[Cl:40][CH2:41][Cl:42].[OH2:43].[S:26]([Cl:27])([Cl:28])=[O:29].[cH:34]1[cH:35][cH:36][n:37][cH:38][cH:39]1>>[C:1](=[O:2])([c:4]1[c:5](-[c:16]2[cH:17][c:18]([O:24][CH3:25])[c:19]([O:22][CH3:23])[cH:20][cH:21]2)[n:6](-[c:9]2[cH:10][cH:11][c:12]([Cl:15])[cH:13][cH:14]2)[n:7][cH:8]1)[N:31]([CH3:30])[CH2:32][CH3:33]. Procedure details: To a stirring suspension of 1-(4-pyridinyl)piperidin-4-ylcarboxylic acid (0.8 g, 3.88 mmol) in dichloromethane (75 mL) at reflux was added thionyl chloride (0.45 mL, 5.82 mmol). After 3 h, the solvent was removed in vacuo and the residue was dissolved in dichloromethane (75 mL), giving a solution of the title compound, approximately 0.05 M. The product is N1=CC=C(C=C1)N1CCC(CC1)C(=O)Cl (1-(4-Pyridinyl)piperidin-4-ylcarbonyl Chloride). The reactants are N1=CC=C(C=C1)N1CCC(CC1)C(=O)O (1-(4-pyridinyl)piperidin-4-ylcarboxylic acid), S(=O)(Cl)Cl (thionyl chloride). Run in ClCCl (dichloromethane). Reaction SMILES: [N:1]1[CH:6]=[CH:5][C:4]([N:7]2[CH2:12][CH2:11][CH:10]([C:13]([OH:15])=O)[CH2:9][CH2:8]2)=[CH:3][CH:2]=1.S(Cl)([Cl:18])=O>ClCCl>[N:1]1[CH:6]=[CH:5][C:4]([N:7]2[CH2:12][CH2:11][CH:10]([C:13]([Cl:18])=[O:15])[CH2:9][CH2:8]2)=[CH:3][CH:2]=1. Reaction conditions: time 3 hour. The reactants are [N+](=O)([O-])C1=CC=C(OCCCC[Si](O[Si](C)(C)CCCCOC2=CC=C(C=C2)[N+](=O)[O-])(C)C)C=C1 (1,3-bis[4-(4-nitrophenoxy)butyl]-1,1,3,3-tetramethyldisiloxane), [H][H] (hydrogen). The reagents and catalysts are [Pd] (Pd/C). The product is NC1=CC=C(OCCCC[Si](O[Si](C)(C)CCCCOC2=CC=C(C=C2)N)(C)C)C=C1 (1,3-bis[4-(4-aminophenoxy)butyl]-1,1,3,3-tetramethyldisiloxane). Reaction SMILES: [N+:1]([C:4]1[CH:35]=[CH:34][C:7]([O:8][CH2:9][CH2:10][CH2:11][CH2:12][Si:13]([CH3:33])([CH3:32])[O:14][Si:15]([CH2:18][CH2:19][CH2:20][CH2:21][O:22][C:23]2[CH:28]=[CH:27][C:26]([N+:29]([O-])=O)=[CH:25][CH:24]=2)([CH3:17])[CH3:16])=[CH:6][CH:5]=1)([O-])=O.[H][H]>[Pd]>[NH2:1][C:4]1[CH:35]=[CH:34][C:7]([O:8][CH2:9][CH2:10][CH2:11][CH2:12][Si:13]([CH3:33])([CH3:32])[O:14][Si:15]([CH2:18][CH2:19][CH2:20][CH2:21][O:22][C:23]2[CH:24]=[CH:25][C:26]([NH2:29])=[CH:27][CH:28]=2)([CH3:16])[CH3:17])=[CH:6][CH:5]=1. Procedure: 1,3-bis[4-(4-nitrophenoxy)butyl]-1,1,3,3-tetramethyldisiloxane (2a) (1.35 g; 3.38 mmol) and 10 mL of a 10 wt % Pd/C (0.0393 g) ethyl acetate solution were mixed, and stirred for 2 days in a hydrogen atmosphere at room temperature. The solution was filtrated by Celite and then concentrated to obtain a colorless oily material (1.18 g, 98% of yield). Starting materials: ICCCC (1-iodobutane), COC1=C(C(=O)Cl)C=CC(=C1)C=C(C)C (2-methoxy-4-(2-methyl-1-propenyl)benzoyl chloride). The reagents and catalysts are [Cu].[Zn] (zinc-copper couple), C=1C=CC(=CC1)[P](C=2C=CC=CC2)(C=3C=CC=CC3)[Pd]([P](C=4C=CC=CC4)(C=5C=CC=CC5)C=6C=CC=CC6)([P](C=7C=CC=CC7)(C=8C=CC=CC8)C=9C=CC=CC9)[P](C=1C=CC=CC1)(C=1C=CC=CC1)C=1C=CC=CC1 (tetrakis(triphenylphosphine)palladium). The solvent is C1=CC=CC=C1 (benzene), CN(C=O)C (N,N-dimethylformamide), C1=CC=CC=C1 (benzene). Run at temperature 60 celsius, time 2 hour. The product is COC1=C(C=CC(=C1)C=C(C)C)C(CCCC)=O (2'-methoxy-4'-(2-methyl-1-propenyl)valerophenone). Yield: 60.1%. RXN SMILES: I[CH2:2][CH2:3][CH2:4][CH3:5].[CH3:6][O:7][C:8]1[CH:16]=[C:15]([CH:17]=[C:18]([CH3:20])[CH3:19])[CH:14]=[CH:13][C:9]=1[C:10](Cl)=[O:11]>C1C=CC=CC=1.CN(C)C=O.[Cu].[Zn].C1C=CC([P]([Pd]([P](C2C=CC=CC=2)(C2C=CC=CC=2)C2C=CC=CC=2)([P](C2C=CC=CC=2)(C2C=CC=CC=2)C2C=CC=CC=2)[P](C2C=CC=CC=2)(C2C=CC=CC=2)C2C=CC=CC=2)(C2C=CC=CC=2)C2C=CC=CC=2)=CC=1>[CH3:6][O:7][C:8]1[CH:16]=[C:15]([CH:17]=[C:18]([CH3:20])[CH3:19])[CH:14]=[CH:13][C:9]=1[C:10](=[O:11])[CH2:2][CH2:3][CH2:4][CH3:5] |f:4.5,^1:37,39,58,77|. Reported procedure: A mixture of 1-iodobutane (185 mg) and zinc-copper couple (101 mg) in benzene (3 ml) and N,N-dimethylformamide (0.2 ml) was stirred at 60° C. for 2 hours. To the mixture, a solution of tetrakis(triphenylphosphine)palladium (31 mg) and 2-methoxy-4-(2-methyl-1-propenyl)benzoyl chloride (prepared from 138 mg of 2-methoxy-4-(2-methyl-1propenyl)benzoic acid and 0.07 ml of oxalyl chloride) in benzene (2 ml) was added, and the reaction mixture was stirred at room temperature for 30 minutes. The mixture... Reactants: N1=CC=C(C=C1)C (4-picoline), CS(=O)(=O)OCCSSCCOS(=O)(=O)C (disulfanediyldiethane-2,1-diyl dimethanesulfonate), C(C)(=O)OCC (ethyl acetate). Solvent: CN1C(CCC1)=O (N-methylpyrrolidinone). Run at temperature 80 celsius, time 2 hour. The product is CS(=O)(=O)[O-].CS(=O)(=O)[O-].S(SCC[N+]1=CC=C(C=C1)C)CC[N+]1=CC=C(C=C1)C (1,1′-(Disulfanediyldiethane-2,1-Diyl)Bis(4-Methylpyridinium) Dimethanesulfonate). As a reaction SMILES: [N:1]1[CH:6]=[CH:5][C:4]([CH3:7])=[CH:3][CH:2]=1.[CH3:8][S:9]([O:12][CH2:13][CH2:14][S:15][S:16][CH2:17][CH2:18]OS(C)(=O)=O)(=[O:11])=[O:10].C(O[CH2:28][CH3:29])(=O)C>CN1CCCC1=O>[CH3:8][S:9]([O-:12])(=[O:11])=[O:10].[CH3:8][S:9]([O-:12])(=[O:11])=[O:10].[S:16]([CH2:17][CH2:18][N+:1]1[CH:6]=[CH:5][C:28]([CH3:29])=[CH:3][CH:2]=1)[S:15][CH2:14][CH2:13][N+:1]1[CH:6]=[CH:5][C:4]([CH3:7])=[CH:3][CH:2]=1 |f:4.5.6|. Procedure: 3.51 g of 4-picoline and 5 g of disulfanediyldiethane-2,1-diyl dimethanesulfonate are diluted in 5 mL of N-methylpyrrolidinone (NMP) and then heated at 80° C. with stirring for 2 hours. Stirring is continued at room temperature for 17 hours. The reaction medium is made up with 50 mL of ethyl acetate and then filtered, washed with three times 100 mL of EtOAC and dried under vacuum over P2O5. 7.29 g of brown powder are collected. The analyses indicate that the product is in accordance and pure. The reactants are C(CCC)OC(=O)SCl (1-Butoxycarbonylsulfenyl chloride), C(CCC)OC(=O)SCl (1-butoxycarbonylsulfenyl chloride), CCCCCC (hexane), C(CCCCCCCS)S (1,8-octanedithiol), CCCCCC (hexane), COC(=O)SCl (methoxycarbonylsulfenyl chloride), ClC(=O)SCl (chlorocarbonylsulfenyl chloride). Solvent: C(CCC)O (1-butanol). Conditions: temperature 0 celsius. Yields the product C(CCC)OC(=O)SSCCCCCCCCSSC(=O)OCCCC (1,8-bis(1-butoxycarbonyldithio)-octane). The yield is 98.2%. Reaction SMILES: [CH2:1]([O:5][C:6]([S:8]Cl)=[O:7])[CH2:2][CH2:3][CH3:4].[CH3:10][O:11][C:12]([S:14]Cl)=[O:13].ClC(SCl)=O.[CH2:21]([SH:30])[CH2:22][CH2:23][CH2:24][CH2:25][CH2:26][CH2:27][CH2:28][SH:29].[CH3:31][CH2:32][CH2:33]CCC>C(O)CCC>[CH2:1]([O:5][C:6]([S:8][S:29][CH2:28][CH2:27][CH2:26][CH2:25][CH2:24][CH2:23][CH2:22][CH2:21][S:30][S:14][C:12]([O:11][CH2:10][CH2:31][CH2:32][CH3:33])=[O:13])=[O:7])[CH2:2][CH2:3][CH3:4]. Reported procedure: 1-Butoxycarbonylsulfenyl chloride, with a boiling point of 83°-90° C. at 13 mm., was prepared in 84.3% yield by a procedure analogous to that described for methoxycarbonylsulfenyl chloride in Example I by reacting equimolar quantities of 1-butanol and chlorocarbonylsulfenyl chloride. To a stirred solution of 8.4 grams (0.05 mole) of 1-butoxycarbonylsulfenyl chloride and 25 milliliters of hexane was added dropwise with stirring and under nitrogen at 0° C., 4.4 grams (0.025 mole) of 1,8-octanedith...